From a dataset of the Open Reaction Database (ORD), a public repository of structured organic reaction records. describe an organic reaction: reactants, conditions, products, and yield The reactants are CC(C)(C)c1nnc(N)s1, CCOC(C)=O, O=C(Cl)Cl. The product is CC(C)(C)c1nnc(N=C=O)s1. Reaction SMILES: [C:5]([CH3:6])([CH3:7])([CH3:8])[c:9]1[s:10][c:11]([NH2:14])[n:12][n:13]1.[CH3:15][CH2:16][O:17][C:18](=[O:19])[CH3:20].[Cl:1][C:2]([Cl:3])=[O:4]>>[C:2](=[O:4])=[N:14][c:11]1[s:10][c:9]([C:5]([CH3:6])([CH3:7])[CH3:8])[n:13][n:12]1. The reactants are Cl.C(C1=CC=CC=C1)ON (O-Benzyl hydroxylamine hydrochloride), C1=CC2=CC(=CC3=C2C(=C1)C(=O)OC3=O)Br (3-Bromo-1,8-naphthalic anhydride). Solvent: N1=CC=CC=C1 (pyridine). Product: C(C1=CC=CC=C1)ON1C(C2=CC=CC=3C2=C(C1=O)C=C(C3)Br)=O (2-Benzyloxy-5-bromo-benzo[de]isoquinoline-1,3-dione). Isolated yield 89.1%. RXN SMILES: Cl.[CH2:2]([O:9][NH2:10])[C:3]1[CH:8]=[CH:7][CH:6]=[CH:5][CH:4]=1.[CH:11]1[CH:20]=[C:19]2[C:21]([O:23][C:24](=O)[C:17]3=[C:18]2[C:13](=[CH:14][C:15]([Br:26])=[CH:16]3)[CH:12]=1)=[O:22]>N1C=CC=CC=1>[CH2:2]([O:9][N:10]1[C:24](=[O:23])[C:17]2[CH:16]=[C:15]([Br:26])[CH:14]=[C:13]3[C:18]=2[C:19](=[CH:20][CH:11]=[CH:12]3)[C:21]1=[O:22])[C:3]1[CH:8]=[CH:7][CH:6]=[CH:5][CH:4]=1 |f:0.1|. Reported procedure: O-Benzyl hydroxylamine hydrochloride (0.9 g, 5.6 mmol) and 3-bromo-1,8-naphthalic anhydride (1.3 g, 4.7 mmol, from Example N) were reacted in pyridine (30 mL) following the procedure of Example D to give 1.6 g of the title compound. Reactants: [OH-].[Na+] (sodium hydroxide), ClCC1=NC2=CC=CC=C2C=C1 (2-Chloromethyl quinoline), CC(=O)C=1C=CC(=CC1)O (4-hydroxy acetophenone), C([O-])([O-])=O.[K+].[K+] (potassium carbonate). Solvent: C(C)(=O)OCC (ethyl acetate), CC(=O)C (acetone). Conditions: temperature 60 celsius. Product: N1=C(C=CC2=CC=CC=C12)COC1=CC=C(C=C1)C(C)=O (1-[4-(Quinolin-2-ylmethoxy)-phenyl]-ethanone). Yield: 70.8%. Reaction SMILES: Cl[CH2:2][C:3]1[CH:12]=[CH:11][C:10]2[C:5](=[CH:6][CH:7]=[CH:8][CH:9]=2)[N:4]=1.[CH3:13][C:14]([C:16]1[CH:17]=[CH:18][C:19]([OH:22])=[CH:20][CH:21]=1)=[O:15].C(=O)([O-])[O-].[K+].[K+].[OH-].[Na+]>CC(C)=O.C(OCC)(=O)C>[N:4]1[C:5]2[C:10](=[CH:9][CH:8]=[CH:7][CH:6]=2)[CH:11]=[CH:12][C:3]=1[CH2:2][O:22][C:19]1[CH:20]=[CH:21][C:16]([C:14](=[O:15])[CH3:13])=[CH:17][CH:18]=1 |f:2.3.4,5.6|. Procedure: To a solution of 2-Chloromethyl quinoline (2.5 g, 14 mmole) in acetone (47 ml) was added 4-hydroxy acetophenone (1.92 g, 1.0 eq.) and potassium carbonate (2.5 g, 2 eq.). The reaction mixture was heated at 60° C. for 16 h under N2 atmosphere, cooled to ambient temperature and poured into 1N sodium hydroxide (50 ml)/ethyl acetate (100 ml). The layers were separated and the organic layer dried magnesium sulfate, filtered and concentrated. Biotage MPLC was run using a 5-40% ethyl acetate/hexane grad...